Dataset: the Open Reaction Database (ORD), a public repository of structured organic reaction records. Task: describe an organic reaction: reactants, conditions, products, and yield Starting materials: [Si](C1=CC=CC=C1)(C1=CC=CC=C1)(C(C)(C)C)OC1=CC=C(OC[C@H](CNCCC2=CC=C(C=C2)N2C(=NC=3C2=NC=CC3)CCC3CCCC3)O)C=C1 ((2S)-1-(4-{[tert-butyl(diphenyl)silyl]oxy}phenoxy)-3-({4-[2-(2-cyclopentylethyl)-3H-imidazo[4,5-b]pyridin-3-yl]phenethyl}amino)-2-propanol). The solvent is C(Cl)(Cl)Cl.CO (chloroform methanol). Product: C1(CCCC1)CCC1=NC=2C(=NC=CC2)N1C1=CC=C(C=C1)CCNC[C@@H](COC1=CC=C(C=C1)O)O (4-[(2S)-3-(2-{4-[2-(2-Cyclopentyl-ethyl)-imidazo[4,5-b]pyridin-3-yl]-phenyl}-ethylamino)-2-hydroxy-propoxy]-phenol). Isolated yield 77.7%. RXN SMILES: [Si]([O:18][C:19]1[CH:54]=[CH:53][C:22]([O:23][CH2:24][C@@H:25]([OH:52])[CH2:26][NH:27][CH2:28][CH2:29][C:30]2[CH:35]=[CH:34][C:33]([N:36]3[C:40]4=[N:41][CH:42]=[CH:43][CH:44]=[C:39]4[N:38]=[C:37]3[CH2:45][CH2:46][CH:47]3[CH2:51][CH2:50][CH2:49][CH2:48]3)=[CH:32][CH:31]=2)=[CH:21][CH:20]=1)(C(C)(C)C)(C1C=CC=CC=1)C1C=CC=CC=1>C(Cl)(Cl)Cl.CO>[CH:47]1([CH2:46][CH2:45][C:37]2[N:36]([C:33]3[CH:34]=[CH:35][C:30]([CH2:29][CH2:28][NH:27][CH2:26][C@H:25]([OH:52])[CH2:24][O:23][C:22]4[CH:53]=[CH:54][C:19]([OH:18])=[CH:20][CH:21]=4)=[CH:31][CH:32]=3)[C:40]3=[N:41][CH:42]=[CH:43][CH:44]=[C:39]3[N:38]=2)[CH2:48][CH2:49][CH2:50][CH2:51]1 |f:1.2|. Reported procedure: (2S)-1-(4-{[tert-butyl(diphenyl)silyl]oxy}phenoxy)-3-({4-[2-(2-cyclopentylethyl)-3H-imidazo[4,5-b]pyridin-3-yl]phenethyl}amino)-2-propanol (0.209 g, 0.283 mmol) was reacted according to Procedure H (eluant: 10:1 going to 5:1 chloroform-methanol containing 1% ammonium hydroxide) to give the title compound (0.11 g, 0.22 mmol). The reactants are CC1([C@@H](N2[C@H](S1)[C@@H](C2=O)NC(=O)[C@@H](C=3C=CC=CC3)N)C(=O)O)C (ampicillin), CC(C)(CO)[C@@H](C(=O)O)O (L-pantoic acid), D,L-pantolactone, CC(C)S[C@H]1[C@@H]([C@H]([C@H]([C@H](O1)CO)O)O)O (IPTG), C1=CC(=C(C2=C1NC=C2O[C@H]3[C@@H]([C@H]([C@H]([C@H](O3)CO)O)O)O)Cl)Br (X-Gal), 6a. Run in D,L-pantolactone, C(C(CO)(CO)N)O.Cl (Tris-HCl). Run at time 1 hour. Product: CC1(COC(=O)[C@H]1O)C (L-pantolactone). Reaction SMILES: CC1(C)S[C@@H]2[C@H](NC([C@H](N)C3C=CC=CC=3)=O)C(=O)N2[C@H]1C(O)=O.CC(S[C@@H]1O[C@H](CO)[C@H](O)[C@H](O)[C@H]1O)C.C1[C:45]2NC=[C:48]([O:49][C@@H:50]3[O:55][C@H](CO)[C@H](O)[C@H](O)[C@H:51]3[OH:60])[C:44]=2[C:43](Cl)=C(Br)C=1.CC([C@H](O)C(O)=O)(CO)C>C(O)C(N)(CO)CO.Cl>[CH3:45][C:44]1([CH3:43])[C@H:51]([OH:60])[C:50](=[O:55])[O:49][CH2:48]1 |f:4.5|. Reported procedure: A full inoculating loop of E. coli XL1Blue pKS+681 was grown (overnight, 37° C.) on an LB plate with ampicillin (100 μg/ml), IPTG (0.2 mM) and X-Gal (80 mg/l) and then resuspended (OD600=2.5) in 0.5 ml of Tris-HCl pH 7.0 and 50 mM D,L-pantolactone. A corresponding E. coli XL1Blue pBluescriptKS+-sample (OD600=2.5) was a useful comparison. After 1 h, the cells were centrifuged down and D,L-pantolactone, D,L-, D-, and L-pantoic acid were determined by HPLC analysis. Tab. 6a shows the activities and...